From a dataset of the Open Reaction Database (ORD), a public repository of structured organic reaction records. describe an organic reaction: reactants, conditions, products, and yield The reactants are Cl.C(C)N=C=NCCCN(C)C (N1-((ethylimino)methylene)-N3,N3-dimethylpropane-1,3-diamine hydrochloride), O=C1N(CCC1(C1=CC=CC=C1)C1=CC=CC=C1)CC(=O)O (2-(2-oxo-3,3-diphenylpyrrolidin-1-yl)acetic acid), C1(=CC=CC=C1)C1(CNCCO1)C1=CC=CC=C1 (2,2-diphenylmorpholine). Solvent: ClCCl (dichloromethane). Reaction conditions: time 8 hour. The product is C1(=CC=CC=C1)C1(CN(CCO1)C(CN1C(C(CC1)(C1=CC=CC=C1)C1=CC=CC=C1)=O)=O)C1=CC=CC=C1 (1-[2-(2,2-diphenylmorpholin-4-yl)-2-oxoethyl]-3,3-diphenylpyrrolidin-2-one). As a reaction SMILES: Cl.C(N=C=NCCCN(C)C)C.[O:13]=[C:14]1[C:18]([C:25]2[CH:30]=[CH:29][CH:28]=[CH:27][CH:26]=2)([C:19]2[CH:24]=[CH:23][CH:22]=[CH:21][CH:20]=2)[CH2:17][CH2:16][N:15]1[CH2:31][C:32]([OH:34])=O.[C:35]1([C:41]2([C:47]3[CH:52]=[CH:51][CH:50]=[CH:49][CH:48]=3)[O:46][CH2:45][CH2:44][NH:43][CH2:42]2)[CH:40]=[CH:39][CH:38]=[CH:37][CH:36]=1>ClCCl>[C:47]1([C:41]2([C:35]3[CH:36]=[CH:37][CH:38]=[CH:39][CH:40]=3)[O:46][CH2:45][CH2:44][N:43]([C:32](=[O:34])[CH2:31][N:15]3[CH2:16][CH2:17][C:18]([C:25]4[CH:30]=[CH:29][CH:28]=[CH:27][CH:26]=4)([C:19]4[CH:24]=[CH:23][CH:22]=[CH:21][CH:20]=4)[C:14]3=[O:13])[CH2:42]2)[CH:52]=[CH:51][CH:50]=[CH:49][CH:48]=1 |f:0.1|. Procedure: A solution of N1-((ethylimino)methylene)-N3,N3-dimethylpropane-1,3-diamine hydrochloride (0.060 g, 0.313 mmol), 2-(2-oxo-3,3-diphenylpyrrolidin-1-yl)acetic acid (Example 1C, 0.059 g, 0.198 mmol) and 2,2-diphenylmorpholine (0.050 g, 0.209 mmol, CAS 77373-34-3) in dichloromethane (0.5 mL) was stirred at room temperature. After stirring overnight, the reaction was loaded directly onto a SF15-12 silica gel column (Analogix®, Burlington, Wis.), and the title compound was eluted using a gradient of 5%... Starting materials: CCOC(=O)C(Cc1ccccc1)C(=O)NC(CO)Cc1c[nH]c2ccccc12, C1CCOC1, Cl, [K+], [OH-], O. The product is O=C(O)C(Cc1ccccc1)C(=O)NC(CO)Cc1c[nH]c2ccccc12. Reaction SMILES: [CH2:1]([CH3:2])[O:3][C:4](=[O:5])[CH:6]([C:7](=[O:8])[NH:9][CH:10]([CH2:11][c:12]1[cH:13][nH:14][c:15]2[cH:16][cH:17][cH:18][cH:19][c:20]12)[CH2:21][OH:22])[CH2:23][c:24]1[cH:25][cH:26][cH:27][cH:28][cH:29]1.[CH2:33]1[O:34][CH2:35][CH2:36][CH2:37]1.[ClH:32].[K+:31].[OH-:30].[OH2:38]>>[O:3]=[C:4]([OH:5])[CH:6]([C:7](=[O:8])[NH:9][CH:10]([CH2:11][c:12]1[cH:13][nH:14][c:15]2[cH:16][cH:17][cH:18][cH:19][c:20]12)[CH2:21][OH:22])[CH2:23][c:24]1[cH:25][cH:26][cH:27][cH:28][cH:29]1. Starting materials: C(C)(C)(C)OC(NC1=C(C=C(C=C1)C(F)(F)F)N)=O ((2-amino-4-trifluoromethyl-phenyl)-carbamic acid tert-butyl ester), C(C)(C)(C)OC(CC(C1=CC(=CC=C1)C=1C=NC=CC1)=O)=O (3-oxo-3-(3-pyridin-3-yl-phenyl)-propionic acid tert-butyl ester). Product: C(C)(C)(C)OC(NC1=C(C=C(C=C1)C(F)(F)F)NC(CC(C1=CC(=CC=C1)C=1C=NC=CC1)=O)=O)=O ({2-[3-Oxo-3-(3-pyridin-3-yl-phenyl)-propionylamino]-4-trifluoromethyl-phenyl}-carbamic acid tert-butyl ester), solid. RXN SMILES: [C:1]([O:5][C:6](=[O:19])[NH:7][C:8]1[CH:13]=[CH:12][C:11]([C:14]([F:17])([F:16])[F:15])=[CH:10][C:9]=1[NH2:18])([CH3:4])([CH3:3])[CH3:2].C([O:24][C:25](=O)[CH2:26][C:27](=[O:40])[C:28]1[CH:33]=[CH:32][CH:31]=[C:30]([C:34]2[CH:35]=[N:36][CH:37]=[CH:38][CH:39]=2)[CH:29]=1)(C)(C)C>>[C:1]([O:5][C:6](=[O:19])[NH:7][C:8]1[CH:13]=[CH:12][C:11]([C:14]([F:17])([F:16])[F:15])=[CH:10][C:9]=1[NH:18][C:25](=[O:24])[CH2:26][C:27](=[O:40])[C:28]1[CH:33]=[CH:32][CH:31]=[C:30]([C:34]2[CH:35]=[N:36][CH:37]=[CH:38][CH:39]=2)[CH:29]=1)([CH3:4])([CH3:2])[CH3:3]. Procedure: The title compound was prepared from (2-amino-4-trifluoromethyl-phenyl)-carbamic acid tert-butyl ester (Example J3) and 3-oxo-3-(3-pyridin-3-yl-phenyl)-propionic acid tert-butyl ester (Example K1) according to the general procedure M. Obtained as a light brown solid (303 mg). Starting materials: O=C([O-])O, CCN=C=NCCCN(C)C, CC#N, Cl, O=C(O)c1ccc(F)c2ccccc12, [Na+], O, O, CC(C)(C)OC(=O)NC(Cc1cccc(OC(F)(F)C(F)F)c1)C(O)c1ccc(Oc2cccnc2)cc1, O=C(O)C(F)(F)F, On1nnc2ccccc21. Yields the product O=C(NC(Cc1cccc(OC(F)(F)C(F)F)c1)C(O)c1ccc(Oc2cccnc2)cc1)c1ccc(F)c2ccccc12. Reaction SMILES: [C:46](=[O:47])([O-:48])[OH:49].[CH2:66]([N:67]=[C:68]=[N:69][CH2:70][CH2:71][CH2:72][N:73]([CH3:74])[CH3:75])[CH3:76].[CH3:88][C:89]#[N:90].[ClH:65].[F:51][c:52]1[cH:53][cH:54][c:55]([C:62]([OH:63])=[O:64])[c:56]2[cH:57][cH:58][cH:59][cH:60][c:61]12.[Na+:50].[OH2:77].[OH2:91].[OH:1][CH:2]([CH:3]([CH2:4][c:5]1[cH:6][c:7]([O:11][C:12]([CH:13]([F:14])[F:15])([F:16])[F:17])[cH:8][cH:9][cH:10]1)[NH:18][C:19]([O:20][C:22]([CH3:23])([CH3:24])[CH3:25])=[O:21])[c:26]1[cH:27][cH:28][c:29]([O:32][c:33]2[cH:34][n:35][cH:36][cH:37][cH:38]2)[cH:30][cH:31]1.[OH:39][C:40]([C:41]([F:42])([F:43])[F:44])=[O:45].[OH:78][n:79]1[c:80]2[cH:81][cH:82][cH:83][cH:84][c:85]2[n:86][n:87]1>>[OH:1][CH:2]([CH:3]([CH2:4][c:5]1[cH:6][c:7]([O:11][C:12]([CH:13]([F:14])[F:15])([F:16])[F:17])[cH:8][cH:9][cH:10]1)[NH:18][C:19](=[O:20])[c:55]1[cH:54][cH:53][c:52]([F:51])[c:61]2[c:56]1[cH:57][cH:58][cH:59][cH:60]2)[c:26]1[cH:27][cH:28][c:29]([O:32][c:33]2[cH:34][n:35][cH:36][cH:37][cH:38]2)[cH:30][cH:31]1. The reactants are N#CCc1ccccc1, ClCc1ccccc1, c1ccc(CC(C2=NNCCN2)c2ccccc2)cc1. The product is N#CC(Cc1ccccc1)c1ccccc1. RXN SMILES: [CH2:21]([C:22]#[N:23])[c:24]1[cH:25][cH:26][cH:27][cH:28][cH:29]1.[Cl:30][CH2:31][c:32]1[cH:33][cH:34][cH:35][cH:36][cH:37]1.[c:1]1([CH:7]([CH2:8][c:9]2[cH:10][cH:11][cH:12][cH:13][cH:14]2)[C:15]2=[N:16][NH:20][CH2:19][CH2:18][NH:17]2)[cH:2][cH:3][cH:4][cH:5][cH:6]1>>[c:1]1([CH:7]([CH2:8][c:9]2[cH:10][cH:11][cH:12][cH:13][cH:14]2)[C:15]#[N:16])[cH:2][cH:3][cH:4][cH:5][cH:6]1. The reactants are COCCOC, CC(C)(C)OC(=O)N1CCN(c2cccc3c2cc(I)n3S(=O)(=O)c2ccccc2)CC1, [K+], [K+], O=C([O-])[O-], OB(O)c1ccccc1, c1ccc(P(c2ccccc2)(c2ccccc2)[Pd](P(c2ccccc2)(c2ccccc2)c2ccccc2)(P(c2ccccc2)(c2ccccc2)c2ccccc2)P(c2ccccc2)(c2ccccc2)c2ccccc2)cc1. Product: CC(C)(C)OC(=O)N1CCN(c2cccc3c2cc(-c2ccccc2)n3S(=O)(=O)c2ccccc2)CC1. RXN SMILES: [CH2:48]([CH2:49][O:50][CH3:51])[O:52][CH3:53].[I:1][c:2]1[n:3]([S:24](=[O:25])(=[O:26])[c:27]2[cH:28][cH:29][cH:30][cH:31][cH:32]2)[c:4]2[cH:5][cH:6][cH:7][c:8]([N:11]3[CH2:12][CH2:13][N:14]([C:17](=[O:18])[O:19][C:20]([CH3:21])([CH3:22])[CH3:23])[CH2:15][CH2:16]3)[c:9]2[cH:10]1.[K+:42].[K+:43].[O-:44][C:45]([O-:46])=[O:47].[c:33]1([B:39]([OH:40])[OH:41])[cH:34][cH:35][cH:36][cH:37][cH:38]1.[cH:54]1[cH:55][cH:56][c:57]([P:58]([Pd:59]([P:60]([c:61]2[cH:62][cH:63][cH:64][cH:65][cH:66]2)([c:67]2[cH:68][cH:69][cH:70][cH:71][cH:72]2)[c:73]2[cH:74][cH:75][cH:76][cH:77][cH:78]2)([P:79]([c:80]2[cH:81][cH:82][cH:83][cH:84][cH:85]2)([c:86]2[cH:87][cH:88][cH:89][cH:90][cH:91]2)[c:92]2[cH:93][cH:94][cH:95][cH:96][cH:97]2)[P:98]([c:99]2[cH:100][cH:101][cH:102][cH:103][cH:104]2)([c:105]2[cH:106][cH:107][cH:108][cH:109][cH:110]2)[c:111]2[cH:112][cH:113][cH:114][cH:115][cH:116]2)([c:117]2[cH:118][cH:119][cH:120][cH:121][cH:122]2)[c:123]2[cH:124][cH:125][cH:126][cH:127][cH:128]2)[cH:129][cH:130]1>>[c:2]1(-[c:33]2[cH:34][cH:35][cH:36][cH:37][cH:38]2)[n:3]([S:24](=[O:25])(=[O:26])[c:27]2[cH:28][cH:29][cH:30][cH:31][cH:32]2)[c:4]2[cH:5][cH:6][cH:7][c:8]([N:11]3[CH2:12][CH2:13][N:14]([C:17](=[O:18])[O:19][C:20]([CH3:21])([CH3:22])[CH3:23])[CH2:15][CH2:16]3)[c:9]2[cH:10]1. Reactants: CCO, Cl, O=[N+]([O-])C1CCCCC1, [Na+], [OH-], O. Product: O=[N+]([O-])C1(CO)CCCCC1. As a reaction SMILES: [CH3:1][CH2:2][OH:3].[ClH:15].[N+:4](=[O:5])([O-:6])[CH:7]1[CH2:8][CH2:9][CH2:10][CH2:11][CH2:12]1.[Na+:14].[OH-:13].[OH2:16]>>[CH2:2]([OH:3])[C:7]1([N+:4](=[O:5])[O-:6])[CH2:8][CH2:9][CH2:10][CH2:11][CH2:12]1.